Dataset: the Open Reaction Database (ORD), a public repository of structured organic reaction records. Task: describe an organic reaction: reactants, conditions, products, and yield Starting materials: COC1=CC=C(C=C1)N=C=S (4-Methoxyphenyl isothiocyanate), BrCC(=O)C1=CC=C(C=C1)Cl (2-bromo-4′-chloroacetophenone), C([O-])([O-])=O.[K+].[K+] (potassium carbonate), C(#N)CC(=O)N (2-cyanoacetamide), [H-].[Na+] (sodium hydride). The solvent is CN(C)C=O (DMF), O (Water), CN(C)C=O (DMF). Run at temperature 0 celsius, time 1 hour. The product is NC=1C(=C(SC1C(C1=CC=C(C=C1)Cl)=O)NC1=CC=C(C=C1)OC)C(=O)N (4-amino-5-(4-chlorobenzoyl)-2-[(4-methoxyphenyl)amino]thiophene-3-carboxamide). Yield: 39.0%. As a reaction SMILES: [C:1]([CH2:3][C:4]([NH2:6])=[O:5])#[N:2].[H-].[Na+].[CH3:9][O:10][C:11]1[CH:16]=[CH:15][C:14]([N:17]=[C:18]=[S:19])=[CH:13][CH:12]=1.Br[CH2:21][C:22]([C:24]1[CH:29]=[CH:28][C:27]([Cl:30])=[CH:26][CH:25]=1)=[O:23].C(=O)([O-])[O-].[K+].[K+]>CN(C=O)C.O>[NH2:2][C:1]1[C:3]([C:4]([NH2:6])=[O:5])=[C:18]([NH:17][C:14]2[CH:13]=[CH:12][C:11]([O:10][CH3:9])=[CH:16][CH:15]=2)[S:19][C:21]=1[C:22](=[O:23])[C:24]1[CH:29]=[CH:28][C:27]([Cl:30])=[CH:26][CH:25]=1 |f:1.2,5.6.7|. Reported procedure: To a stirred solution of 2-cyanoacetamide (3.0 g, 36 mmol) in DMF (50 mL) was added sodium hydride (60% in mineral oil, 1.43 g, 35.7 mmol, 1 eq.), and the mixture stirred at 0° C. for 1 hour, giving a clear solution. 4-Methoxyphenyl isothiocyanate (15.90 g, 35.7 mmol, 1 eq.) in DMF (10 mL) was added, and stirred for 30 minutes, then 2-bromo-4′-chloroacetophenone (8.33 g, 35.7 mmol, 1 eq.) and potassium carbonate (4.93 g, 35.7 mmol, 1 eq.) were added, and the mixture was stirred at room temperatu... Reactants: ClCC=1C=CC(=C(OCC2=C(C=CC=C2C)C)C1)F (2-((5-(chloromethyl)-2-fluorophenoxy)methyl)-1,3-dimethylbenzene), [C-]#N.[Na+] (NaCN). Solvent: CN(C)C=O (DMF). Run at temperature 100 celsius. Product: CC1=C(COC=2C=C(C=CC2F)CC#N)C(=CC=C1)C (2-(3-(2,6-Dimethylbenzyloxy)-4-fluorophenyl)acetonitrile). RXN SMILES: Cl[CH2:2][C:3]1[CH:4]=[CH:5][C:6]([F:19])=[C:7]([CH:18]=1)[O:8][CH2:9][C:10]1[C:15]([CH3:16])=[CH:14][CH:13]=[CH:12][C:11]=1[CH3:17].[C-:20]#[N:21].[Na+]>CN(C=O)C>[CH3:17][C:11]1[CH:12]=[CH:13][CH:14]=[C:15]([CH3:16])[C:10]=1[CH2:9][O:8][C:7]1[CH:18]=[C:3]([CH2:2][C:20]#[N:21])[CH:4]=[CH:5][C:6]=1[F:19] |f:1.2|. Reported procedure: To a stirred solution of 2-((5-(chloromethyl)-2-fluorophenoxy)methyl)-1,3-dimethylbenzene (Step C, 4 g, 14.3 mmol), KI (0.33 g) in DMF (30 ml) was added NaCN (1.02 g, 20.8 mmol). The reaction mixture was heated at 100° C. for 4 hours, concentrated, diluted with EtOAc and washed with water (2×), dried over Na2SO4, filtered, concentrated and purified by flash chromatography on a silica gel column (hexane:methylene chloride, 1:1) to give the title compound. Reactants: Cc1cc(NC(=O)OC(C)(C)C)c(NC(=O)CC(=O)c2ccnc(C#N)c2)cc1C(F)(F)F, ClCCl, O=C(O)C(F)(F)F. The product is Cc1cc2c(cc1C(F)(F)F)NC(=O)CC(c1ccnc(C#N)c1)=N2. RXN SMILES: [C:1]([O:2][C:3](=[O:4])[NH:7][c:8]1[c:9]([NH:19][C:20]([CH2:21][C:22](=[O:5])[c:24]2[cH:25][c:26]([C:30]#[N:31])[n:27][cH:28][cH:29]2)=[O:32])[cH:10][c:11]([C:15]([F:16])([F:17])[F:18])[c:12]([CH3:14])[cH:13]1)([CH3:6])([CH3:23])[CH3:33].[Cl:41][CH2:42][Cl:43].[F:34][C:35]([F:36])([F:37])[C:38]([OH:39])=[O:40]>>[N:7]1=[C:22]([c:24]2[cH:25][c:26]([C:30]#[N:31])[n:27][cH:28][cH:29]2)[CH2:21][C:20](=[O:32])[NH:19][c:9]2[c:8]1[cH:13][c:12]([CH3:14])[c:11]([C:15]([F:16])([F:17])[F:18])[cH:10]2. The reactants are C[N+](=CCl)C.[Cl-] (Vilsmeier reagent), P(=O)(Cl)(Cl)Cl (phosphorus oxychloride), NC1[C@@H]2N(C(=C(CS2)Cl)C(=O)OCC2=CC=C(C=C2)[N+](=O)[O-])C1=O (p-nitrobenzyl 7-amino-3-chloro-3-cephem-4-carboxylate), C[Si](C)(C)CC(=O)N (trimethylsilylacetamide), C(=O)NC=1SC=C(N1)C(C(=O)O)=NOC (2-(2-Formamido-4-thiazolyl)-2-methoxyiminoacetic acid), resultant solution. The solvent is CN(C=O)C (dimethylformamide), C(C)(=O)OCC (ethyl acetate), C(C)(=O)OCC (ethyl acetate), O (water). The product is C(=O)NC=1SC=C(N1)C(C(=O)NC1[C@@H]2N(C(=C(CS2)Cl)C(=O)OCC2=CC=C(C=C2)[N+](=O)[O-])C1=O)=NOC (p-nitrobenzyl 7-{2-(2-formamido-4-thiazolyl)-2-methoxyiminoacetamido}-3-chloro-3-cephem-4-carboxylate). Yield: 80.8%. RXN SMILES: C[N+](C)=CCl.[Cl-].P(Cl)(Cl)(Cl)=O.[CH:12]([NH:14][C:15]1[S:16][CH:17]=[C:18]([C:20](=[N:24][O:25][CH3:26])[C:21]([OH:23])=O)[N:19]=1)=[O:13].[NH2:27][CH:28]1[C:49](=[O:50])[N:30]2[C:31]([C:36]([O:38][CH2:39][C:40]3[CH:45]=[CH:44][C:43]([N+:46]([O-:48])=[O:47])=[CH:42][CH:41]=3)=[O:37])=[C:32]([Cl:35])[CH2:33][S:34][C@H:29]12.C[Si](CC(N)=O)(C)C>C(OCC)(=O)C.O.CN(C)C=O>[CH:12]([NH:14][C:15]1[S:16][CH:17]=[C:18]([C:20](=[N:24][O:25][CH3:26])[C:21]([NH:27][CH:28]2[C:49](=[O:50])[N:30]3[C:31]([C:36]([O:38][CH2:39][C:40]4[CH:41]=[CH:42][C:43]([N+:46]([O-:48])=[O:47])=[CH:44][CH:45]=4)=[O:37])=[C:32]([Cl:35])[CH2:33][S:34][C@H:29]23)=[O:23])[N:19]=1)=[O:13] |f:0.1|. Procedure: Vilsmeier reagent prepared from dimethylformamide (0.22 g.) and phosphorus oxychloride (0.46 g.) was suspended in dry ethyl acetate (20 ml.). 2-(2-Formamido-4-thiazolyl)-2-methoxyiminoacetic acid (anti isomer, 0.62 g.) was added to the suspension under ice-cooling with stirring, and the mixture was stirred at the same temperature for 30 minutes to prepare the activated acid solution. The solution was added all at once to a solution of p-nitrobenzyl 7-amino-3-chloro-3-cephem-4-carboxylate (1 g.) ... Reactants: FC(C=1C=C(C=C(C1)C(F)(F)F)C1=CC=C(C=C1)C(=O)N1CC(CC1)C=1C=NC=CC1)(F)F (3-(1-{[3′,5′-bis(trifluoromethyl)biphenyl-4-yl]carbonyl}pyrrolidin-3-yl)pyridine), BrC1=C(C=C(C(=O)N2CC(CC2)C=2C=NC=CC2)C=C1)OC(C)C (3-[1-(4-bromo-3-isopropoxybenzoyl)pyrrolidin-3-yl]pyridine). Yields the product C(C)(C)OC1=C(C=CC(=C1)C(=O)N1CC(CC1)C=1C=NC=CC1)C1=CC(=CC(=C1)C(F)(F)F)C(F)(F)F (3-(1-{[2-isopropoxy-3′,5′-bis(trifluoromethyl)biphenyl-4-yl]carbonyl}pyrrolidin-3-yl)pyridine). RXN SMILES: [F:1][C:2]([F:33])([F:32])[C:3]1[CH:4]=[C:5]([C:13]2[CH:18]=[CH:17][C:16]([C:19]([N:21]3[CH2:25][CH2:24][CH:23]([C:26]4[CH:27]=[N:28][CH:29]=[CH:30][CH:31]=4)[CH2:22]3)=[O:20])=[CH:15][CH:14]=2)[CH:6]=[C:7]([C:9]([F:12])([F:11])[F:10])[CH:8]=1.Br[C:35]1C=CC(C(N2CCC(C3C=NC=CC=3)C2)=O)=[CH:37][C:36]=1[O:54]C(C)C>>[CH:36]([O:54][C:14]1[CH:15]=[C:16]([C:19]([N:21]2[CH2:25][CH2:24][CH:23]([C:26]3[CH:27]=[N:28][CH:29]=[CH:30][CH:31]=3)[CH2:22]2)=[O:20])[CH:17]=[CH:18][C:13]=1[C:5]1[CH:4]=[C:3]([C:2]([F:1])([F:32])[F:33])[CH:8]=[C:7]([C:9]([F:10])([F:11])[F:12])[CH:6]=1)([CH3:37])[CH3:35]. Procedure: Compound 5b was prepared following procedures similar to those described for the preparation of compound 1a, substituting 5a for i-21a. m/z (ES) 523 (MH)+. The reactants are CO (MeOH), O (water), [Li+].[OH-] (LiOH), BrC=1C(=NC(=NC1)NC1=CC=C(C=C1)NC(C(F)(F)F)=O)NCCC=1NC=NC1 (N-(4-{5-Bromo-4-[2-(3H-imidazol-4-yl)-ethylamino]-pyrimidin-2-ylamino}-phenyl)-trifluoro acetamide). Run in C1CCOC1 (THF). Conditions: time 2 day. Product: NC1=CC=C(C=C1)NC1=NC=C(C(=N1)NCCC=1NC=NC1)Br (N2-(4-Amino-phenyl)-5-bromo-N4-[2-(3H-imidazol-4-yl)ethyl]pyrimidine-2,4-diamine). Yield: 49.2%. Reaction SMILES: [Br:1][C:2]1[C:3]([NH:22][CH2:23][CH2:24][C:25]2[NH:26][CH:27]=[N:28][CH:29]=2)=[N:4][C:5]([NH:8][C:9]2[CH:14]=[CH:13][C:12]([NH:15]C(=O)C(F)(F)F)=[CH:11][CH:10]=2)=[N:6][CH:7]=1.CO.O.[Li+].[OH-]>C1COCC1>[NH2:15][C:12]1[CH:11]=[CH:10][C:9]([NH:8][C:5]2[N:4]=[C:3]([NH:22][CH2:23][CH2:24][C:25]3[NH:26][CH:27]=[N:28][CH:29]=3)[C:2]([Br:1])=[CH:7][N:6]=2)=[CH:14][CH:13]=1 |f:3.4|. Procedure: N-(4-{5-Bromo-4-[2-(3H-imidazol-4-yl)-ethylamino]-pyrimidin-2-ylamino}-phenyl)-trifluoro acetamide (1 g, 1.9 mmole) was dissolved in THF (10 ml), MeOH (10 ml) and water (5 ml) and LiOH (455 mg) was added in one portion at room temperature. The reaction mixture was stirred at room temperature for two days, the solvent removed under reduced pressure. The residue was dissolved in ethyl acetate and water and extracted with ethyl acetate (3×). The combined organic layers were combined and dried over ... The reactants are C(CC)N (propylamine), ClCC1=NC(=NO1)C=1N=CN2C1CN(C(C1=C2C=CS1)=O)C (3-(5-chloromethyl-1,2,4-oxadiazol-3-yl)-5-methyl-5,6-dihydro-4H-imidazo[1,5-a]thieno[2,3-f][1,4]diazepin-6-one), CN(C=O)C (N,N-dimethylformamide). Reaction conditions: time 12 hour. The product is C(CC)NCC1=NC(=NO1)C=1N=CN2C1[C@H]1N(C(C3=C2C=CS3)=O)CC1 ((S)-1-(5-propylaminomethyl-1,2,4-oxadiazol-3-yl)-11,11a-dihydro-8H, 10H-azeto[1,2-a]imidazo[5,1-c]thieno[3,2-e][1,4]diazepin-8-one). Yield: 80.0%. RXN SMILES: [CH2:1]([NH2:4])[CH2:2][CH3:3].Cl[CH2:6][C:7]1[O:11][N:10]=[C:9]([C:12]2[N:13]=[CH:14][N:15]3[C:21]4[CH:22]=[CH:23][S:24][C:20]=4[C:19](=[O:25])[N:18]([CH3:26])[CH2:17][C:16]=23)[N:8]=1.[CH3:27]N(C)C=O>>[CH2:1]([NH:4][CH2:6][C:7]1[O:11][N:10]=[C:9]([C:12]2[N:13]=[CH:14][N:15]3[C:21]4[CH:22]=[CH:23][S:24][C:20]=4[C:19](=[O:25])[N:18]4[CH2:26][CH2:27][C@H:17]4[C:16]=23)[N:8]=1)[CH2:2][CH3:3]. Reported procedure: 0.73 ml (9 mmol) of propylamine was added to a suspension of 1 g (3 mmol) of 3-(5-chloromethyl-1,2,4-oxadiazol-3-yl)-5-methyl-5,6-dihydro-4H-imidazo[1,5-a]thieno[2,3-f][1,4]diazepin-6-one in 30 ml of N,N-dimethylformamide and the mixture was stirred at room temperature for 12 hours. The solution was evaporated and the residue was partitioned between methylene chloride and 2N sodium carbonate solution. The aqueous solution was extracted with methylene chloride and the organic phases were dried, f... Reactants: CC(C)(C)OC(=O)N1CCCC(C(C)(OCCO[Si](C)(C)C(C)(C)C)c2cccc(Cl)c2)C1, CC[N+](CC)(CC)CC, CC#N, [F-]. The product is CC(C)(C)OC(=O)N1CCCC(C(C)(OCCO)c2cccc(Cl)c2)C1. Reaction SMILES: [C:1]([Si:2]([CH3:3])([CH3:4])[O:6][CH2:7][CH2:8][O:9][C:10]([CH3:11])([c:12]1[cH:13][c:14]([Cl:18])[cH:15][cH:16][cH:17]1)[CH:19]1[CH2:20][N:21]([C:25](=[O:26])[O:27][C:28]([CH3:29])([CH3:30])[CH3:31])[CH2:22][CH2:23][CH2:24]1)([CH3:5])([CH3:32])[CH3:33].[CH2:35]([N+:36]([CH2:37][CH3:38])([CH2:39][CH3:40])[CH2:41][CH3:42])[CH3:43].[CH3:44][C:45]#[N:46].[F-:34]>>[OH:6][CH2:7][CH2:8][O:9][C:10]([CH3:11])([c:12]1[cH:13][c:14]([Cl:18])[cH:15][cH:16][cH:17]1)[CH:19]1[CH2:20][N:21]([C:25](=[O:26])[O:27][C:28]([CH3:29])([CH3:30])[CH3:31])[CH2:22][CH2:23][CH2:24]1. Reactants: solution, CC1=C(N=C(O1)CCC1=CC=CC=C1)CC(=O)O ((5-methyl-2-phenethyl-oxazol-4-yl)-acetic acid). Solvent: C1CCOC1 (THF), C1CCOC1 (THF). Conditions: time 3 hour. The product is CC1=C(N=C(O1)CCC1=CC=CC=C1)CCO (2-(5-Methyl-2-phenethyl-oxazol-4-yl)-ethanol). The yield is 83.7%. RXN SMILES: [CH3:1][C:2]1[O:6][C:5]([CH2:7][CH2:8][C:9]2[CH:14]=[CH:13][CH:12]=[CH:11][CH:10]=2)=[N:4][C:3]=1[CH2:15][C:16](O)=[O:17]>C1COCC1>[CH3:1][C:2]1[O:6][C:5]([CH2:7][CH2:8][C:9]2[CH:10]=[CH:11][CH:12]=[CH:13][CH:14]=2)=[N:4][C:3]=1[CH2:15][CH2:16][OH:17]. Procedure details: BH3-THF complex (49 mL of a 1.0 M solution in THF) was added dropwise via addition funnel over 50 min to a solution of (5-methyl-2-phenethyl-oxazol-4-yl)-acetic acid (5.05 g, 20.6 mmol) in THF (35 mL). The reaction mixture was stirred at ambient temperature for 3 h, and then quenched with MeOH (12 mL). After heating at 50° c for 2 h, the reaction mixture was cooled to ambient temperature, and then partitioned between CH2Cl2 and 1N NaOH. The organic phase was washed with brine (1×50 mL), dried ov... Reaction conditions: temperature 80 celsius, time 14 hour. Run in C(C)#N (acetonitrile). Product: C(C1=CC=CC=C1)NC=1C2=C(N=C(N1)Cl)C(=CS2)C#C (N-benzyl-2-chloro-7-ethynylthieno[3,2-d]pyrimidin-4-amine). Yield: 68.7%. The reagents and catalysts are Cl[Pd]([P](C1=CC=CC=C1)(C2=CC=CC=C2)C3=CC=CC=C3)([P](C4=CC=CC=C4)(C5=CC=CC=C5)C6=CC=CC=C6)Cl (bis(triphenylphosphine)palladium(II) dichloride), [Cu]I (CuI). Reaction SMILES: [CH2:1]([NH:8][C:9]1[C:10]2[S:18][CH:17]=[C:16](Br)[C:11]=2[N:12]=[C:13]([Cl:15])[N:14]=1)[C:2]1[CH:7]=[CH:6][CH:5]=[CH:4][CH:3]=1.[CH:20]1(NC2CCCCC2)CCCC[CH2:21]1.C([Si](C)(C)C)#C.[F-].C([N+](CCCC)(CCCC)CCCC)CCC.O1CCCC1>C(#N)C.Cl[Pd](Cl)([P](C1C=CC=CC=1)(C1C=CC=CC=1)C1C=CC=CC=1)[P](C1C=CC=CC=1)(C1C=CC=CC=1)C1C=CC=CC=1.[Cu]I>[CH2:1]([NH:8][C:9]1[C:10]2[S:18][CH:17]=[C:16]([C:20]#[CH:21])[C:11]=2[N:12]=[C:13]([Cl:15])[N:14]=1)[C:2]1[CH:7]=[CH:6][CH:5]=[CH:4][CH:3]=1 |f:3.4,^1:67,86|. Reactants: C(C1=CC=CC=C1)NC=1C2=C(N=C(N1)Cl)C(=CS2)Br (N-Benzyl-7-bromo-2-chlorothieno[3,2-d]pyrimidin-4-amine), [F-].C(CCC)[N+](CCCC)(CCCC)CCCC (tetrabutylammonium fluoride), O1CCCC1 (tetrahydrofuran), C1(CCCCC1)NC1CCCCC1 (dicyclohexylamine), C(#C)[Si](C)(C)C (ethynyltrimethylsilane). Procedure details: N-Benzyl-7-bromo-2-chlorothieno[3,2-d]pyrimidin-4-amine (310 mg, 0.874 mmol) was dissolved in acetonitrile (4 mL) and then bis(triphenylphosphine)palladium(II) dichloride (15 mg, 0.022 mmol), CuI (6 mg, 0.350 mmol), dicyclohexylamine (0.19 mL, 0.96 mmol) and ethynyltrimethylsilane (0.24 mL, 1.75 mmol) were added. After flowing nitrogen gas for 15 minutes, the reaction mixture was stirred at 80° C. for 14 hours. After cooling to room temperature, the reaction mixture was filtered with celite and ...